This data is from the Open Reaction Database (ORD), a public repository of structured organic reaction records. The task is: describe an organic reaction: reactants, conditions, products, and yield Reactants: I(=O)(=O)(=O)[O-].[Na+] (sodium periodate), CC1=NC=C(C=C1)C=C (2-methyl-5-vinyl pyridine). The reagents and catalysts are [Os](=O)(=O)(=O)=O (osmium tetroxide). Run in O (water), COCCOC (ethylene glycol dimethyl ether). Conditions: time 8 hour. Yields the product CC1=CC=C(C=N1)C=O (6-methyl-3-pyridine aldehyde). Yield: 86.9%. RXN SMILES: I([O-])(=O)(=O)=[O:2].[Na+].[CH3:7][C:8]1[CH:13]=[CH:12][C:11]([CH:14]=C)=[CH:10][N:9]=1>O.COCCOC.[Os](=O)(=O)(=O)=O>[CH3:7][C:8]1[N:9]=[CH:10][C:11]([CH:14]=[O:2])=[CH:12][CH:13]=1 |f:0.1|. Procedure details: 80 g (0.37 mole) of sodium periodate in 200 ml of water are added dropwise with vigorous stirring to 23 g (0.19 mole) of 2-methyl-5-vinyl pyridine in 800 ml of ethylene glycol dimethyl ether. 1.0 g (0.04 mole) of osmium tetroxide is then added while cooling with a mixture of ice and common salt, after which the mixture is stirred for 8 hours at room temperature in a nitrogen atmosphere. The oil remaining after removal of the solvent by evaporation in vacuo is taken up in a little water and extra... Starting materials: COCCN1CCN(CC1)C1=C(C=C(C=C1)N)C (4-[4-(2-methoxy-ethyl)-piperazin-1-yl]-3-methyl-phenylamine), BrC1=CC=CC=2N=C(OC21)SC (7-bromo-2-methylsulfanyl-benzooxazole). Product: BrC1=CC=CC=2N=C(OC21)NC2=CC(=C(C=C2)N2CCN(CC2)CCOC)C ((7-Bromo-benzooxazol-2-yl)-{4-[4-(2-methoxy-ethyl)-piperazin-1-yl]-3-methyl-phenyl}-amine). As a reaction SMILES: [CH3:1][O:2][CH2:3][CH2:4][N:5]1[CH2:10][CH2:9][N:8]([C:11]2[CH:16]=[CH:15][C:14]([NH2:17])=[CH:13][C:12]=2[CH3:18])[CH2:7][CH2:6]1.[Br:19][C:20]1[C:28]2[O:27][C:26](SC)=[N:25][C:24]=2[CH:23]=[CH:22][CH:21]=1>>[Br:19][C:20]1[C:28]2[O:27][C:26]([NH:17][C:14]3[CH:15]=[CH:16][C:11]([N:8]4[CH2:9][CH2:10][N:5]([CH2:4][CH2:3][O:2][CH3:1])[CH2:6][CH2:7]4)=[C:12]([CH3:18])[CH:13]=3)=[N:25][C:24]=2[CH:23]=[CH:22][CH:21]=1. Procedure details: The title compound is prepared from 4-[4-(2-methoxy-ethyl)-piperazin-1-yl]-3-methyl-phenylamine and 7-bromo-2-methylsulfanyl-benzooxazole using methodology described in the preparation of example 64.